This data is from the Open Reaction Database (ORD), a public repository of structured organic reaction records. The task is: describe an organic reaction: reactants, conditions, products, and yield Reactants: 4-nitrophenylchloroxime, C(C)O (ethanol), NC1=C(C=CC(=C1)[N+](=O)[O-])O (2-amino-4-nitrophenol). Solvent: CN(C=O)C (dimethylformamide). The product is [N+](=O)([O-])C1=CC=C(C=C1)C=1OC2=C(N1)C=C(C=C2)[N+](=O)[O-] (2-(p-nitrophenyl)-5-nitrobenzoxazole). As a reaction SMILES: [CH2:1]([OH:3])[CH3:2].[NH2:4][C:5]1[CH:10]=[C:9]([N+:11]([O-:13])=[O:12])[CH:8]=[CH:7][C:6]=1O>CN(C)C=O>[N+:11]([C:9]1[CH:10]=[CH:5][C:2]([C:1]2[O:3][C:6]3[CH:7]=[CH:8][C:9]([N+:11]([O-:13])=[O:12])=[CH:10][C:5]=3[N:4]=2)=[CH:7][CH:8]=1)([O-:13])=[O:12]. Procedure: About 60 grams (0.3 mole) of the 4-nitrophenylchloroxime is mixed with 340 milliliters of ethanol, 60 grams (0.39 moles) of 2-amino-4-nitrophenol and 60 milliliters of dimethylformamide. The mixture is heated to reflux for about 6.5 hours, filtered, washed with methanol and air dried. Approximately 55 grams of 2-(p-nitrophenyl)-5-nitrobenzoxazole are obtained.